From a dataset of the Open Reaction Database (ORD), a public repository of structured organic reaction records. describe an organic reaction: reactants, conditions, products, and yield Starting materials: OC1=CC=C2C(=CC(OC2=C1)=O)C (7-hydroxy-4-methyl-coumarin), [OH-].[Na+] (sodium hydroxide), C(CCl)Cl (ethylene-chloride), BrCCBr (1,2-dibromo-ethane). Reagents/catalysts: [Cl-].C(C1=CC=CC=C1)[N+](CCCC)(CCCC)CCCC (benzyl-tributyl-ammonium-chloride). Solvent: aqueous solution, ClCCl (dichloromethane). The product is BrCCOC1=CC=C2C(=CC(OC2=C1)=O)C (7-(2'-bromo-ethyl-oxy)-4-methyl-coumarin). Yield: 70.0%. Reaction SMILES: [OH:1][C:2]1[CH:11]=[C:10]2[C:5]([C:6]([CH3:13])=[CH:7][C:8](=[O:12])[O:9]2)=[CH:4][CH:3]=1.[OH-].[Na+].[Br:16][CH2:17][CH2:18]Br.C(Cl)CCl>[Cl-].C([N+](CCCC)(CCCC)CCCC)C1C=CC=CC=1.ClCCl>[Br:16][CH2:17][CH2:18][O:1][C:2]1[CH:11]=[C:10]2[C:5]([C:6]([CH3:13])=[CH:7][C:8](=[O:12])[O:9]2)=[CH:4][CH:3]=1 |f:1.2,5.6|. Reported procedure: 17.62 g. (0.1 mole) 7-hydroxy-4-methyl-coumarin (4-methyl-umbelliferon) are dissolved in a 8% aqueous solution of 0.2 mole sodium hydroxide and a solution of 4 g. benzyl-tributyl-ammonium-chloride phase transfer catalyst and 37.5 g. (0.2 mole) 1,2-dibromo-ethane in 200 ml. ethylene-chloride is added. The mixture is heated for 14 hours under stirring and allowed to cool. 60 ml. dichloromethane are added, the mixture is filtered and the organic layer is separated from the filtrate and washed with ...